Dataset: the Open Reaction Database (ORD), a public repository of structured organic reaction records. Task: describe an organic reaction: reactants, conditions, products, and yield Starting materials: CC(O)c1ccncc1Br, O=C([O-])[O-], CSc1ccc(B(O)O)cc1, [Na+], [Na+], CN(C)C=O. Product: CSc1ccc(-c2cnccc2C(C)O)cc1. As a reaction SMILES: [Br:1][c:2]1[cH:3][n:4][cH:5][cH:6][c:7]1[CH:8]([CH3:9])[OH:10].[C:11](=[O:12])([O-:13])[O-:14].[CH3:17][S:18][c:19]1[cH:20][cH:21][c:22]([B:25]([OH:26])[OH:27])[cH:23][cH:24]1.[Na+:15].[Na+:16].[O:28]=[CH:29][N:30]([CH3:31])[CH3:32]>>[c:2]1(-[c:22]2[cH:21][cH:20][c:19]([S:18][CH3:17])[cH:24][cH:23]2)[cH:3][n:4][cH:5][cH:6][c:7]1[CH:8]([CH3:9])[OH:10]. Reactants: C(C)(=O)NC1=CC=C(C=O)C=C1 (para-Acetamidobenzaldehyde), N1C=CC=C1 (Pyrrole). Run in C(CC)(=O)O (propionic acid). Reaction conditions: time 8 hour. Product: C(C)(=O)NC1=CC=C(C=C1)C=1C2=CC=C(N2)C(=C2C=CC(C(=C3C=CC(=C(C=4C=CC1N4)C4=CC=C(C=C4)NC(C)=O)N3)C3=CC=C(C=C3)NC(C)=O)=N2)C2=CC=C(C=C2)NC(C)=O (5,10,15,20-Tetra(p-ACETAMIDOPHENYL) PORPHYRIN), solid. Reaction SMILES: [C:1]([NH:4][C:5]1[CH:12]=[CH:11][C:8]([CH:9]=O)=[CH:7][CH:6]=1)(=[O:3])[CH3:2].[NH:13]1[CH:17]=[CH:16][CH:15]=[CH:14]1>C(O)(=O)CC>[C:1]([NH:4][C:5]1[CH:12]=[CH:11][C:8]([C:9]2[C:17]3[NH:13][C:14]([C:9]([C:8]4[CH:11]=[CH:12][C:5]([NH:4][C:1](=[O:3])[CH3:2])=[CH:6][CH:7]=4)=[C:14]4[N:13]=[C:17]([C:9]([C:8]5[CH:11]=[CH:12][C:5]([NH:4][C:1](=[O:3])[CH3:2])=[CH:6][CH:7]=5)=[C:14]5[NH:13][C:17](=[C:9]([C:8]6[CH:7]=[CH:6][C:5]([NH:4][C:1](=[O:3])[CH3:2])=[CH:12][CH:11]=6)[C:14]6[CH:15]=[CH:16][C:17]=2[N:13]=6)[CH:16]=[CH:15]5)[CH:16]=[CH:15]4)=[CH:15][CH:16]=3)=[CH:7][CH:6]=1)(=[O:3])[CH3:2]. Procedure: para-Acetamidobenzaldehyde (10.0g) is added to refluxing propionic acid (100ml): an orange solution gradually forms. Pyrrole (4.1g) is added continuously, and the dark solution is refluxed for 1 hour, and kept at 0° C. overnight. A dark tarry material is removed by filtration and the filtrate is evaporated to dryness. The residue is dissolved in chloroform and chromatographed on silica gel G eluted with 10% methanol in chloroform. The red fluorescing fractions are combined and the porphyrin HK9 ... The reactants are CN1CC2(CC2C1)C#N (3-methyl-3-azabicyclo[3.1.0]-hexane-1-carbonitrile), [OH-].[K+] (KOH), O (water). Product: CN1CC2(CC2C1)C(=O)O (3-Methyl-3-azabicyclo[3.1.0]hexane-1-carboxylic acid). Reaction SMILES: [CH3:1][N:2]1[CH2:7][CH:6]2[C:4]([C:8]#N)([CH2:5]2)[CH2:3]1.[OH-:10].[K+].[OH2:12]>>[CH3:1][N:2]1[CH2:7][CH:6]2[C:4]([C:8]([OH:12])=[O:10])([CH2:5]2)[CH2:3]1 |f:1.2|. Procedure: A solution of 10 g of 3-methyl-3-azabicyclo[3.1.0]-hexane-1-carbonitrile is 60 ml of saturated ethanolic KOH and 20 ml of water is boiled under reflux for 15 hours. After neutralization with hydrochloric acid the mixture is evaporated and the title compound is extracted from the resultant dried residue with hot absolute ethanol (M.P. 193°-195°).